Dataset: the Open Reaction Database (ORD), a public repository of structured organic reaction records. Task: describe an organic reaction: reactants, conditions, products, and yield Starting materials: [Br-], C[Mg+], CC(=O)O, [Cl-], CCCCCC(=O)C=CC1C(C[N+](=O)[O-])CC2(OCCO2)C1CC=CCCCC(=O)O, [NH4+], C1CCOC1. Yields the product CCCCCC(C)(O)C=CC1C(C[N+](=O)[O-])CC2(OCCO2)C1CC=CCCCC(=O)O. RXN SMILES: [Br-:32].[CH3:33][Mg+:34].[CH3:37][C:38](=[O:39])[OH:40].[Cl-:35].[N+:1](=[O:2])([O-:3])[CH2:4][CH:5]1[CH:6]([CH:23]=[CH:24][C:25]([CH2:26][CH2:27][CH2:28][CH2:29][CH3:30])=[O:31])[CH:7]([CH2:14][CH:15]=[CH:16][CH2:17][CH2:18][CH2:19][C:20](=[O:21])[OH:22])[C:8]2([O:9][CH2:10][CH2:11][O:12]2)[CH2:13]1.[NH4+:36].[O:41]1[CH2:42][CH2:43][CH2:44][CH2:45]1>>[N+:1](=[O:2])([O-:3])[CH2:4][CH:5]1[CH:6]([CH:23]=[CH:24][C:25]([CH2:26][CH2:27][CH2:28][CH2:29][CH3:30])([OH:31])[CH3:37])[CH:7]([CH2:14][CH:15]=[CH:16][CH2:17][CH2:18][CH2:19][C:20](=[O:21])[OH:22])[C:8]2([O:9][CH2:10][CH2:11][O:12]2)[CH2:13]1. Reactants: C(=O)OCC (ethyl formate), Cl (HCl), [H-].[Na+] (NaH), CC=1SC2=C(N1)CCCC2=O (2-methyl-5,6-dihydro-4H-benzothiazol-7-one). Solvent: CCCCCC (hexane), CO (MeOH), CCOCC (Et2O), CCOCC (Et2O). Run at time 16 hour. Yields the product CC=1SC2=C(N1)CCC(C2=O)C=O (2-Methyl-7-oxo-4, 5, 6, 7-tetrahydro-benzothiazole-6-carbaldehyde). Isolated yield 65.8%. Reaction SMILES: [H-].[Na+].C([O:5][CH2:6][CH3:7])=O.[CH3:8][C:9]1[S:10][C:11]2[C:17](=[O:18])C[CH2:15][CH2:14][C:12]=2[N:13]=1.Cl>CCOCC.CO.CCCCCC>[CH3:8][C:9]1[S:10][C:11]2[C:17](=[O:18])[CH:7]([CH:6]=[O:5])[CH2:15][CH2:14][C:12]=2[N:13]=1 |f:0.1|. Procedure: To a suspension of hexane-washed NaH (1.1 g, 44.8 mmol) in dry Et2O (70 mL) was added dry MeOH (6.1 mL). After evolution of H2 had subsided, freshly distilled ethyl formate (7.3 mL, 6.7 g, 89.7 mmol) was added, followed by 2-methyl-5,6-dihydro-4H-benzothiazol-7-one (3.0 g, 17.9 mmol) in dry Et2O (12 mL). The reaction mixture was stirred at room temperature for 16 h. 10% aq HCl solution was added (150 mL) and the product was extracted with EtOAc (5×150 mL). The combined organic extracts were drie... The reactants are O (water), [H-].[Na+] (Sodium hydride), OC1=CC=C(C=C1)CCCN1C=NC=C1 (1-[3-(4-hydroxyphenyl)propyl]imidazole), ClCC=1N=C(OC1)C=1SC=CC1 (4-Chloromethyl-2-(2-thienyl)oxazole). Run in CN(C=O)C (N,N-dimethyl formamide). Conditions: time 1.5 hour. The product is N1(C=NC=C1)CCCC1=CC=C(OCC=2N=C(OC2)C=2SC=CC2)C=C1 (4-[4-[3-(1-imidazolyl)propyl]phenoxymethyl]-2-(2-thienyl)oxazole). Yield: 88.8%. As a reaction SMILES: [H-].[Na+].[OH:3][C:4]1[CH:9]=[CH:8][C:7]([CH2:10][CH2:11][CH2:12][N:13]2[CH:17]=[CH:16][N:15]=[CH:14]2)=[CH:6][CH:5]=1.Cl[CH2:19][C:20]1[N:21]=[C:22]([C:25]2[S:26][CH:27]=[CH:28][CH:29]=2)[O:23][CH:24]=1.O>CN(C)C=O>[N:13]1([CH2:12][CH2:11][CH2:10][C:7]2[CH:8]=[CH:9][C:4]([O:3][CH2:19][C:20]3[N:21]=[C:22]([C:25]4[S:26][CH:27]=[CH:28][CH:29]=4)[O:23][CH:24]=3)=[CH:5][CH:6]=2)[CH:17]=[CH:16][N:15]=[CH:14]1 |f:0.1|. Reported procedure: Sodium hydride (90 mg) was added to a solution of 1-[3-(4-hydroxyphenyl)propyl]imidazole (405 mg) in N,N-dimethyl formamide at room temperature and stirred for 1.5 hours. 4-Chloromethyl-2-(2-thienyl)oxazole (480 mg) was added, and the resultant was stirred at 90° C. for further 2 hours. The reaction mixture was poured into water, and extracted with ethyl acetate. The ethyl acetate layer was washed with water, dried (MgSO4), and concentrated under reduced pressure. The residue was subjected to a ... Starting materials: BrC1=C(N=C(S1)NC(=O)NS(=O)(=O)C1=CC(=CC=C1)C)C (N-[(5-Bromo-4-methyl-1,3-thiazol-2-yl)carbamoyl]-3-methylbenzenesulfonamide), C[S-].[Na+] (sodium methanethiolate), CO (methanol). The product is COC1=C(N=C(S1)NC(=O)NS(=O)(=O)C1=CC(=CC=C1)C)C (N-[(5-Methoxy-4-methyl-1,3-thiazol-2-yl)carbamoyl]-3-methylbenzenesulfonamide). Reaction SMILES: Br[C:2]1[S:6][C:5]([NH:7][C:8]([NH:10][S:11]([C:14]2[CH:19]=[CH:18][CH:17]=[C:16]([CH3:20])[CH:15]=2)(=[O:13])=[O:12])=[O:9])=[N:4][C:3]=1[CH3:21].C[S-].[Na+].[CH3:25][OH:26]>>[CH3:25][O:26][C:2]1[S:6][C:5]([NH:7][C:8]([NH:10][S:11]([C:14]2[CH:19]=[CH:18][CH:17]=[C:16]([CH3:20])[CH:15]=2)(=[O:13])=[O:12])=[O:9])=[N:4][C:3]=1[CH3:21] |f:1.2|. Procedure details: N-[(5-Bromo-4-methyl-1,3-thiazol-2-yl)carbamoyl]-3-methylbenzenesulfonamide (41 mg, 0.11 mmol) was treated with sodium methanethiolate (31 mg, 0.42 mmol) in methanol (3.1 ml) at 80° C. for 4 days. After purification on preparative HPLC, 9 mg of the title compound were unexpectedly obtained as a white, amorph, freeze-dried solid. MS (ES): m/e 340.1 (M−H)